Dataset: the Open Reaction Database (ORD), a public repository of structured organic reaction records. Task: describe an organic reaction: reactants, conditions, products, and yield Starting materials: C[Mg]Br (Methylmagnesium bromide), solution, C[Mg]Br (methylmagnesium bromide), solution, ClC=1C(=C(C=CC1C#N)C1=NN(C=C1)C[C@H](C)NC(=O)C=1N=C(SC1)C(=O)OCC)C ((S)-ethyl 4-(1-(3-(3-chloro-4-cyano-2-methylphenyl)-1H-pyrazol-1-yl)propan-2-ylcarbamoyl)thiazole-2-carboxylate), C1CCOC1 (THF), [Cl-].[NH4+] (ammonium chloride). The solvent is O (water), C(Cl)Cl (DCM), CCOCC (Et2O), CCOCC (Et2O). Conditions: temperature -78 celsius, time 8 hour. The product is ClC=1C(=C(C=CC1C#N)C1=NN(C=C1)C[C@H](C)NC(=O)C=1N=C(SC1)C(C)(C)O)C ((S)—N-(1-(3-(3-chloro-4-cyano-2-methylphenyl)-1H-pyrazol-1-yl)propan-2-yl)-2-(2-hydroxypropan-2-yl)thiazole-4-carboxamide). Yield: 19.1%. RXN SMILES: [Cl:1][C:2]1[C:3]([CH3:31])=[C:4]([C:10]2[CH:14]=[CH:13][N:12]([CH2:15][C@@H:16]([NH:18][C:19]([C:21]3[N:22]=[C:23](C(OCC)=O)[S:24][CH:25]=3)=[O:20])[CH3:17])[N:11]=2)[CH:5]=[CH:6][C:7]=1[C:8]#[N:9].[CH3:32][Mg]Br.[Cl-].[NH4+].[CH2:37]1[CH2:41][O:40]CC1>CCOCC.O.C(Cl)Cl>[Cl:1][C:2]1[C:3]([CH3:31])=[C:4]([C:10]2[CH:14]=[CH:13][N:12]([CH2:15][C@@H:16]([NH:18][C:19]([C:21]3[N:22]=[C:23]([C:41]([OH:40])([CH3:37])[CH3:32])[S:24][CH:25]=3)=[O:20])[CH3:17])[N:11]=2)[CH:5]=[CH:6][C:7]=1[C:8]#[N:9] |f:2.3|. Procedure details: (S)-ethyl 4-(1-(3-(3-chloro-4-cyano-2-methylphenyl)-1H-pyrazol-1-yl)propan-2-ylcarbamoyl)thiazole-2-carboxylate (0.28 g, 0.611 mmol) was dissolved in dry THF under nitrogen atmosphere. The solution was cooled to −78° C. with acetone-dry ice-bath. Methylmagnesium bromide, 3 M solution in Et2O (0.408 ml, 1.223 mmol), was added dropwise. The reaction mixture was stirred in RT overnight. Next day the mixture was again cooled to −78° C. and 1.019 ml of methylmagnesium bromide, 3 M solution in Et2O, w... Starting materials: BrC1=NN2C(S1)=NC=C2 (2-bromo-imidazo[2,1-b][1,3,4]thiadiazole), C(CC)N (propylamine). The solvent is CO (methanol). Run at temperature 175 celsius. Product: petroleum ether-ethylacetate, S1C=2N(N=C1NCCC)C=CN2 (Imidazo[2,1-b][1,3,4]thiadiazol-2-yl-propyl-amine). As a reaction SMILES: Br[C:2]1[S:6][C:5]2=[N:7][CH:8]=[CH:9][N:4]2[N:3]=1.[CH2:10]([NH2:13])[CH2:11][CH3:12]>CO>[S:6]1[C:2]([NH:13][CH2:10][CH2:11][CH3:12])=[N:3][N:4]2[CH:9]=[CH:8][N:7]=[C:5]12. Procedure details: 1.5 g of 2-bromo-imidazo[2,1-b][1,3,4]thiadiazole were dissolved in 10 ml methanol and 10 ml of propylamine were added to the solution. The resulting mixture was heated in a microwave oven at 175° C. for 15 min. The resulting suspension was evaporated and dissolved in ethylacetate. It was washed with water, dried with sodium sulphate and evaporated. Silica-gel chromatography with petroleum ether-ethylacetate gave 519 mg of the desired product as solid material.